This data is from the Open Reaction Database (ORD), a public repository of structured organic reaction records. The task is: describe an organic reaction: reactants, conditions, products, and yield The reactants are O[C@@H]1[C@H](CCCC1)N1C=NC2=C3C(=C(C=C2C1=O)CN1CCC(CC1)(C#N)C1=NC=CC=C1)C=CC=C3 (1-({3-[(1S,2S)-2-Hydroxycyclohexyl]-4-oxo-3,4-dihydrobenzo[h]quinazolin-6-yl}methyl)-4-pyridin-2-ylpiperidine-4-carbonitrile), CC1=CC(=NC=C1)C1(CCNCC1)C#N (4-(4-methylpyridin-2-yl)piperidine-4-carbonitrile), N1=C(C=CC=C1)C1(CCNCC1)C#N (4-pyridin-2-ylpiperidine-4-carbonitrile), O=C1NC=NC2=C3C(=C(C=C12)C=O)C=NC=C3 (4-oxo-3,4-dihydropyrido[3,4-h]quinazoline-6-carbaldehyde), O[C@@H]1[C@H](CCCC1)N1C=NC2=C3C(=C(C=C2C1=O)C=O)C=CC=C3 (3-[(1S,2S)-2-hydroxycyclohexyl]-4-oxo-3,4-dihydrobenzo[h]quinazoline-6-carbaldehyde), 509.0. Yields the product O[C@@H]1[C@H](CCCC1)N1C=NC2=C3C(=C(C=C2C1=O)CN1CCC(CC1)(C#N)C1=NC=CC(=C1)C)C=NC=C3 (1-({3-[(1S,2S)-2-Hydroxycyclohexyl]-4-oxo-3,4-dihydropyrido[3,4-h]quinazolin-6-yl}methyl)-4-(4-methylpyridin-2-yl)piperidine-4-carbonitrile). As a reaction SMILES: O[C@H]1CCCC[C@@H]1N1C(=O)C2C(=C3C=CC=CC3=C(CN3CCC(C4C=CC=CN=4)(C#N)CC3)C=2)N=C1.[O:38]=[C:39]1[C:48]2[C:43](=[C:44]3[CH:54]=[CH:53][N:52]=[CH:51][C:45]3=[C:46]([CH:49]=O)[CH:47]=2)[N:42]=[CH:41][NH:40]1.[OH:55][C@H:56]1[CH2:61][CH2:60][CH2:59][CH2:58][C@@H:57]1N1C(=O)C2C(=C3C=CC=CC3=C(C=O)C=2)N=C1.[CH3:79][C:80]1[CH:85]=[CH:84][N:83]=[C:82]([C:86]2([C:92]#[N:93])[CH2:91][CH2:90][NH:89][CH2:88][CH2:87]2)[CH:81]=1.N1C=CC=CC=1C1(C#N)CCNCC1>>[OH:55][C@H:56]1[CH2:57][CH2:58][CH2:59][CH2:60][C@@H:61]1[N:40]1[C:39](=[O:38])[C:48]2[C:43](=[C:44]3[CH:54]=[CH:53][N:52]=[CH:51][C:45]3=[C:46]([CH2:49][N:89]3[CH2:90][CH2:91][C:86]([C:82]4[CH:81]=[C:80]([CH3:79])[CH:85]=[CH:84][N:83]=4)([C:92]#[N:93])[CH2:87][CH2:88]3)[CH:47]=2)[N:42]=[CH:41]1. Procedure: The title compound was prepared by the procedure described for the synthesis of 1-({3-[(1S,2S)-2-Hydroxycyclohexyl]-4-oxo-3,4-dihydrobenzo[h]quinazolin-6-yl}methyl)-4-pyridin-2-ylpiperidine-4-carbonitrile in Example 2, substituting 34(1S,2S)-2-hydroxycyclohexyl]-4-oxo-3,4-dihydropyrido[3,4-h]quinazoline-6-carbaldehyde for 3-[(1S,2S)-2-hydroxycyclohexyl]-4-oxo-3,4-dihydrobenzo[h]quinazoline-6-carbaldehyde and 4-(4-methylpyridin-2-yl)piperidine-4-carbonitrile for 4-pyridin-2-ylpiperidine-4-carboni... The reactants are Cl (hydrochloric acid), CN(C=O)C (N,N-dimethylformamide), [H-].[Na+] (sodium hydride), suspension, BrCC(C1CCCCC1)N1C(=NC2=C1C=C(C(=C2)F)F)C2=CC=C(C=C2)Cl (1-(2-bromo-1-cyclohexyl-ethyl)-2-(4-chloro-phenyl)-5,6-difluoro-1H-benzoimidazole). Solvent: C(C)(=O)OCC (ethyl acetate). Conditions: time 10 minute. Yields the product ClC1=CC=C(C=C1)C1=NC2=C(N1C(COC1=C(C=CC=C1)F)C1CCCCC1)C=C(C(=C2)F)F (2-(4-Chloro-phenyl)-1-[1-cyclohexyl-2-(2-fluoro-phenoxy)-ethyl]-5,6-difluoro-1H-benzoimidazole). Yield: 9.0%. As a reaction SMILES: CN(C)[CH:3]=[O:4].[H-].[Na+].Br[CH2:9][CH:10]([N:17]1[C:21]2[CH:22]=[C:23]([F:27])[C:24]([F:26])=[CH:25][C:20]=2[N:19]=[C:18]1[C:28]1[CH:33]=[CH:32][C:31]([Cl:34])=[CH:30][CH:29]=1)[CH:11]1[CH2:16][CH2:15][CH2:14][CH2:13][CH2:12]1.Cl>C(OCC)(=O)C>[Cl:34][C:31]1[CH:30]=[CH:29][C:28]([C:18]2[N:17]([CH:10]([CH:11]3[CH2:16][CH2:15][CH2:14][CH2:13][CH2:12]3)[CH2:9][O:4][C:3]3[CH:20]=[CH:21][CH:22]=[CH:23][C:24]=3[F:26])[C:21]3[CH:22]=[C:23]([F:27])[C:24]([F:26])=[CH:25][C:20]=3[N:19]=2)=[CH:33][CH:32]=1 |f:1.2|. Procedure: To a solution of 27 mg (0.24 mmol) 2-fluorophenole in 2 mL N,N-dimethylformamide 11 mg (0.24 mmol, 55% dispersion in mineral oil) sodium hydride were added and the reaction mixture stirred for 10 min. at room temperature. To the suspension 100 mg (0.22 mmol) 1-(2-bromo-1-cyclohexyl-ethyl)-2-(4-chloro-phenyl)-5,6-difluoro-1H-benzoimidazole were added. The reaction mixture was stirred for 18 h at room temperature, and then poured on 30 mL 1N hydrochloric acid and 30 mL ethyl acetate. The phases we... Reactants: C(=O)(OC(C)(C)C)N1[C@@H](CC1)CO (1-BOC-2-(S)-azetidinylmethanol), OC=1C=NC=C(C1)[N+](=O)[O-] (3-hydroxy-5-nitropyridine). The product is [N+](=O)([O-])C=1C=C(C=NC1)OC[C@H]1N(CC1)C(=O)OC(C)(C)C (5-nitro-3-(1-BOC-2-(S)-azetidinylmethoxy)pyridine). The yield is 72.4%. As a reaction SMILES: [C:1]([N:8]1[CH2:11][CH2:10][C@H:9]1[CH2:12][OH:13])([O:3][C:4]([CH3:7])([CH3:6])[CH3:5])=[O:2].O[C:15]1[CH:16]=[N:17][CH:18]=[C:19]([N+:21]([O-:23])=[O:22])[CH:20]=1>>[N+:21]([C:19]1[CH:20]=[C:15]([O:13][CH2:12][C@@H:9]2[CH2:10][CH2:11][N:8]2[C:1]([O:3][C:4]([CH3:7])([CH3:6])[CH3:5])=[O:2])[CH:16]=[N:17][CH:18]=1)([O-:23])=[O:22]. Procedure details: 1-BOC-2-(S)-azetidinylmethanol (868 mg, 4.64 mmol) and 3-hydroxy-5-nitropyridine from Example 132d (500 mg, 3.57 mmol) were coupled according the procedure of Example 17a. Solvent was removed, and the residue was chromatographed (silica gel, hexane/ethyl acetate, 5:1) to afford the title compound (800 mg, 73%). 1H NMR (CHCl3, 300 MHz) δ 1.45 (s, 9H), 2.56 (m, 2H), 4.52 (m, 4H), 4.82 (m, 1H), 8.25 (t, J=3 Hz, 1H), 8.65 (d, J=3 Hz, 1H), 9.05 (d, J=3 Hz, 1H). MS (DCI/NH3) m/z 310 (M+H)+. The product is Nc1ncc(Cl)c(N2CCN(Cc3ccc(Cl)cc3)CC2)c1[N+](=O)[O-]. Starting materials: CCN(C(C)C)C(C)C, CC(C)O, Clc1ccc(CN2CCNCC2)cc1, Nc1ncc(Cl)c(Cl)c1[N+](=O)[O-]. Reaction SMILES: [CH:27]([N:28]([CH:29]([CH3:30])[CH3:31])[CH2:32][CH3:33])([CH3:34])[CH3:35].[CH:36]([OH:37])([CH3:38])[CH3:39].[Cl:13][c:14]1[cH:15][cH:16][c:17]([CH2:18][N:19]2[CH2:20][CH2:21][NH:22][CH2:23][CH2:24]2)[cH:25][cH:26]1.[NH2:1][c:2]1[n:3][cH:4][c:5]([Cl:12])[c:6]([Cl:11])[c:7]1[N+:8](=[O:9])[O-:10]>>[NH2:1][c:2]1[n:3][cH:4][c:5]([Cl:12])[c:6]([N:22]2[CH2:21][CH2:20][N:19]([CH2:18][c:17]3[cH:16][cH:15][c:14]([Cl:13])[cH:26][cH:25]3)[CH2:24][CH2:23]2)[c:7]1[N+:8](=[O:9])[O-:10]. Starting materials: O=C([O-])[O-], COc1ccc(C(=O)Cl)cc1OC, CN(C)C=O, Fc1cccc(COc2ccc(Nc3ncnc4cc[nH]c34)cc2Cl)c1, Cl, [K+], [K+]. Yields the product COc1ccc(C(=O)n2ccc3ncnc(Nc4ccc(OCc5cccc(F)c5)c(Cl)c4)c32)cc1OC. Reaction SMILES: [C:28](=[O:29])([O-:30])[O-:31].[CH3:34][O:35][c:36]1[cH:37][c:38]([C:39](=[O:40])[Cl:41])[cH:42][cH:43][c:44]1[O:45][CH3:46].[CH3:47][N:48]([CH3:49])[CH:50]=[O:51].[Cl:2][c:3]1[cH:4][c:5]([NH:18][c:19]2[c:20]3[c:21]([n:22][cH:23][n:24]2)[cH:25][cH:26][nH:27]3)[cH:6][cH:7][c:8]1[O:9][CH2:10][c:11]1[cH:12][c:13]([F:17])[cH:14][cH:15][cH:16]1.[ClH:1].[K+:32].[K+:33]>>[Cl:2][c:3]1[cH:4][c:5]([NH:18][c:19]2[c:20]3[c:21]([n:22][cH:23][n:24]2)[cH:25][cH:26][n:27]3[C:39]([c:38]2[cH:37][c:36]([O:35][CH3:34])[c:44]([O:45][CH3:46])[cH:43][cH:42]2)=[O:40])[cH:6][cH:7][c:8]1[O:9][CH2:10][c:11]1[cH:12][c:13]([F:17])[cH:14][cH:15][cH:16]1. The product is N1N=C(C2=CC=CC=C12)\C=C\1/OC2=C(C1=O)C=CC(=C2/C=C/C2CCN(CC2)C(=O)OC(C)(C)C)OC (tert-butyl 4-((E)-2-{(Z)-2-[(1H-indazol-3-yl)methylene]-6-methoxy-3-oxo-2,3-dihydrobenzofuran-7-yl}vinyl)piperidine-1-carboxylate). Reactants: COC1=C(C2=C(C(CO2)=O)C=C1)/C=C/C1CCN(CC1)C(=O)OC(C)(C)C (tert-butyl (E)-4-[2-(6-methoxy-3-oxo-2,3-dihydrobenzofuran-7-yl)vinyl]piperidine-1-carboxylate), N1N=C(C2=CC=CC=C12)C=O (1H-indazole-3-carboxaldehyde). Procedure details: A solution of tert-butyl (E)-4-[2-(6-methoxy-3-oxo-2,3-dihydrobenzofuran-7-yl)vinyl]piperidine-1-carboxylate (0.0692 g, 0.185 mmol) in methanol (5 mL) was added with 1H-indazole-3-carboxaldehyde (0.0270 g, 0.185 mmol) and piperidine (7 drops), and the mixture was stirred at 60° C. for 2 hours. The reaction mixture was concentrated, and the resulting residue was purified by silica gel column chromatography (chloroform/methanol) to obtain tert-butyl 4-((E)-2-{(Z)-2-[(1H-indazol-3-yl)methylene]-6-m... Isolated yield 76.7%. RXN SMILES: [CH3:1][O:2][C:3]1[CH:12]=[CH:11][C:6]2[C:7](=[O:10])[CH2:8][O:9][C:5]=2[C:4]=1/[CH:13]=[CH:14]/[CH:15]1[CH2:20][CH2:19][N:18]([C:21]([O:23][C:24]([CH3:27])([CH3:26])[CH3:25])=[O:22])[CH2:17][CH2:16]1.[NH:28]1[C:36]2[C:31](=[CH:32][CH:33]=[CH:34][CH:35]=2)[C:30]([CH:37]=O)=[N:29]1>CO.N1CCCCC1>[NH:28]1[C:36]2[C:31](=[CH:32][CH:33]=[CH:34][CH:35]=2)[C:30](/[CH:37]=[C:8]2\[O:9][C:5]3[C:4](/[CH:13]=[CH:14]/[CH:15]4[CH2:20][CH2:19][N:18]([C:21]([O:23][C:24]([CH3:27])([CH3:26])[CH3:25])=[O:22])[CH2:17][CH2:16]4)=[C:3]([O:2][CH3:1])[CH:12]=[CH:11][C:6]=3[C:7]\2=[O:10])=[N:29]1. Run in CO (methanol). The reagents and catalysts are N1CCCCC1 (piperidine). Conditions: temperature 60 celsius, time 2 hour.